The task is: describe an organic reaction: reactants, conditions, products, and yield. This data is from the Open Reaction Database (ORD), a public repository of structured organic reaction records. Reactants: [C@@H]1(C[C@H](O)[C@@H](CO)O1)N1C(=O)NC(=S)C(C)=C1 (4-thiothymidine), [C@@H]1(C[C@H](O)[C@@H](CO)O1)N1C(=O)NC(=S)C(C)=C1 (4-thiothymidine), O (water), [C@@H]1(C[C@H](O)[C@H](O1)CO)N1C(N=CC(=C1)C)=O (1-(2-deoxy-beta-D-ribofuranosyl)-5-methyl-2-pyrimidinone), XII. The reagents and catalysts are [Ni] (Raney nickel), [Ni] (Raney nickel). Solvent: C(C)O (ethyl alcohol). Product: C1(C[C@H](O)[C@H](O1)CO)C1=NC(NC=C1C)=O (Deoxyribosyl-5-methyl-2-pyrimidinone), [C@@H]1(C[C@H](O)[C@@H](CO)O1)N1C(=O)NC(=S)C(C)=C1 (4-thiothymidine). RXN SMILES: [C@@H]1([N:9]2[CH:14]=[C:13]([CH3:15])[CH:12]=[N:11][C:10]2=[O:16])O[C@H](CO)[C@@H](O)C1.[C@@H:17]1([N:25]2[CH:33]=[C:31]([CH3:32])[C:29](=[S:30])[NH:28][C:26]2=[O:27])[O:24][C@H:21]([CH2:22][OH:23])[C@@H:19]([OH:20])[CH2:18]1.O>[Ni].C(O)C>[CH:17]1([C:12]2[C:13]([CH3:15])=[CH:14][NH:9][C:10](=[O:16])[N:11]=2)[O:24][C@H:21]([CH2:22][OH:23])[C@@H:19]([OH:20])[CH2:18]1.[C@@H:17]1([N:25]2[CH:33]=[C:31]([CH3:32])[C:29](=[S:30])[NH:28][C:26]2=[O:27])[O:24][C@H:21]([CH2:22][OH:23])[C@@H:19]([OH:20])[CH2:18]1. Procedure details: 1-(2-deoxy-beta-D-ribofuranosyl)-5-methyl-2-pyrimidinone (beta-deoxyribosyl-5-methyl-2-pyrimidinone). 4-thiothymidine was prepared by a published procedure (Wempen, et al., in Grossmen, L., and Moldare, K. (Eds.), Methods in Enzymology, Academic Press, XII, Part A, 75, 1967). Deoxyribosyl-5-methyl-2-pyrimidinone was prepared from the 4-thiothymidine by reduction with Raney nickel. 5.9 gm (22 mmole) of 4-thiothymidine was added to 180 ml of distilled water and 60 ml of ethyl alcohol in a flask wi... Starting materials: COc1nc2c(c(Br)c1Br)C(C)CN(C(=O)C(F)(F)F)CC2, CO, [K+], [K+], O=C([O-])[O-], O. Product: COc1nc2c(c(Br)c1Br)C(C)CNCC2. Reaction SMILES: [Br:1][c:2]1[c:3]([Br:22])[c:4]2[c:5]([n:18][c:19]1[O:20][CH3:21])[CH2:6][CH2:7][N:8]([C:12](=[O:13])[C:14]([F:15])([F:16])[F:17])[CH2:9][CH:10]2[CH3:11].[CH3:29][OH:30].[K+:23].[K+:24].[O-:25][C:26]([O-:27])=[O:28].[OH2:31]>>[Br:1][c:2]1[c:3]([Br:22])[c:4]2[c:5]([n:18][c:19]1[O:20][CH3:21])[CH2:6][CH2:7][NH:8][CH2:9][CH:10]2[CH3:11]. Yields the product C(C)(C)C1C2CCC1C1=C(C=CC=C21)NC(=O)C=2C(=NN(C2)C)C(F)F (N-(9-isopropyl-1,2,3,4-tetrahydro-1,4-methanonaphthalen-5-yl)-3-difluoromethyl-1-methyl-1H-pyrazole-4-carboxamide). As a reaction SMILES: [F:1][CH:2]([F:12])[C:3]1[C:7]([C:8](Cl)=[O:9])=[CH:6][N:5]([CH3:11])[N:4]=1.[CH:13]([CH:16]1[CH:20]2[C:21]3[C:26]([CH:17]1[CH2:18][CH2:19]2)=[CH:25][CH:24]=[CH:23][C:22]=3[NH2:27])([CH3:15])[CH3:14]>C1(C)C=CC=CC=1>[CH:13]([CH:16]1[CH:20]2[C:21]3[C:26]([CH:17]1[CH2:18][CH2:19]2)=[CH:25][CH:24]=[CH:23][C:22]=3[NH:27][C:8]([C:7]1[C:3]([CH:2]([F:12])[F:1])=[N:4][N:5]([CH3:11])[CH:6]=1)=[O:9])([CH3:15])[CH3:14]. Run in C1(=CC=CC=C1)C (toluene), C1(=CC=CC=C1)C (toluene). The reactants are FC(C1=NN(C=C1C(=O)Cl)C)F (3-difluoromethyl-1-methyl-1H-pyrazole-4-carbonyl chloride), C(C)(C)C1C2CCC1C1=C(C=CC=C21)N (9-isopropyl-1,2,3,4-tetrahydro-1,4-methanonaphthalen-5-ylamine). Reaction conditions: temperature 85 celsius, time 60 minute. Procedure: 15.1 g (0.0752 mol, 96.5% pure) of 3-difluoromethyl-1-methyl-1H-pyrazole-4-carbonyl chloride were dissolved at 25° C. in 100 ml of toluene. The solution was evacuated to 350 mbar and heated to 85° C. Subsequently, within 60 min, 20 g (0.074 mol, 75%; 65:10 syn/anti isomer mixture) of 9-isopropyl-1,2,3,4-tetrahydro-1,4-methanonaphthalen-5-ylamine, dissolved in 100 ml of toluene, were metered in and the reaction mixture was stirred for another 1 hour. After venting and cooling to 25° C., the mixtu... The reactants are C1=C(C=CC2=CC=CC=C12)C=CC(=O)O (3-(2-naphthyl)acrylic acid), C(C(=O)Cl)(=O)Cl (oxalyl chloride), CN(C1CN(CC1)C=1SC2=C(N1)C=CC(=C2)N)C (2-(3-dimethylamino-pyrrolidin-1-yl)-benzothiazol-6-ylamine). Product: CN(C1CN(CC1)C=1SC2=C(N1)C=CC(=C2)NC(C=CC2=CC1=CC=CC=C1C=C2)=O)C (N-[2-(3-Dimethylamino-pyrrolidin-1-yl)-benzothiazol-6-yl]-3-naphthalen-2-yl-acrylamide). The yield is 95.7%. As a reaction SMILES: [CH:1]1[C:10]2[C:5](=[CH:6][CH:7]=[CH:8][CH:9]=2)[CH:4]=[CH:3][C:2]=1[CH:11]=[CH:12][C:13]([OH:15])=O.C(Cl)(=O)C(Cl)=O.[CH3:22][N:23]([CH3:39])[CH:24]1[CH2:28][CH2:27][N:26]([C:29]2[S:30][C:31]3[CH:37]=[C:36]([NH2:38])[CH:35]=[CH:34][C:32]=3[N:33]=2)[CH2:25]1>>[CH3:22][N:23]([CH3:39])[CH:24]1[CH2:28][CH2:27][N:26]([C:29]2[S:30][C:31]3[CH:37]=[C:36]([NH:38][C:13](=[O:15])[CH:12]=[CH:11][C:2]4[CH:3]=[CH:4][C:5]5[C:10](=[CH:9][CH:8]=[CH:7][CH:6]=5)[CH:1]=4)[CH:35]=[CH:34][C:32]=3[N:33]=2)[CH2:25]1. Procedure: Prepare according to Method C (Example 9), using 3-(2-naphthyl)acrylic acid (69 mg, 0.348 mmol), oxalyl chloride (150 μL, 1.72 mmol), and 2-(3-dimethylamino-pyrrolidin-1-yl)-benzothiazol-6-ylamine (60 mg, 0.229 mmol) to afford the title compound (97 mg, 96%). mass spectrum (m/e): 442.0 [M+H]. 1H NMR (400 MHz, DMSO-d6) δ 10.27 (s, 1H), 8.30 (d, 1H, J=1.3 Hz), 8.14 (s, 1H), 8.00-7.92 (m, 3H), 7.78 (dd, 1H, J=8.5, 1.6 Hz), 7.71 (d, 1H, J=15.6), 7.59-7.54 (m, 2H), 7.45-7.42 (m, 2H), 6.97 (d, 1H, J=1... Reactants: NC1=C(C=CC(=C1)C)NC(N[C@@H](CC1=CC=C(C=C1)OCCCC(=O)OCC)C(=O)OC(C)(C)C)=S ((1,1-dimethyl ethyl) N-[[(2-amino-4-methylphenyl)amino]thioxomethyl]-O-(4-ethoxy-4-oxobutyl)-L-tyrosinate). The reagents and catalysts are Cl[Hg]Cl (HgCl2). The solvent is CN(C)C=O (DMF), TEA. Run at time 2 hour. Yields the product C(C)OC(CCCOC1=CC=C(C[C@H](NC2=NC3=C(N2)C=CC(=C3)C)C(=O)OC(C)(C)C)C=C1)=O ((1,1-dimethyl ethyl) O-(4-ethoxy-4-oxobutyl)-N-[5-methyl-1H-benzimidazol-2-yl]-L-tyrosinate). The yield is 87.6%. RXN SMILES: [NH2:1][C:2]1[CH:7]=[C:6]([CH3:8])[CH:5]=[CH:4][C:3]=1[NH:9][C:10](=S)[NH:11][C@H:12]([C:29]([O:31][C:32]([CH3:35])([CH3:34])[CH3:33])=[O:30])[CH2:13][C:14]1[CH:19]=[CH:18][C:17]([O:20][CH2:21][CH2:22][CH2:23][C:24]([O:26][CH2:27][CH3:28])=[O:25])=[CH:16][CH:15]=1>CN(C=O)C.Cl[Hg]Cl>[CH2:27]([O:26][C:24](=[O:25])[CH2:23][CH2:22][CH2:21][O:20][C:17]1[CH:18]=[CH:19][C:14]([CH2:13][C@@H:12]([C:29]([O:31][C:32]([CH3:35])([CH3:34])[CH3:33])=[O:30])[NH:11][C:10]2[NH:9][C:3]3[CH:4]=[CH:5][C:6]([CH3:8])=[CH:7][C:2]=3[N:1]=2)=[CH:15][CH:16]=1)[CH3:28]. Procedure details: 70 mg of HgCl2 is added to the amino thiourea 4-3b (55 mg) in 5 ml of DMF and 0.5 ml of TEA, followed by agitating for 2 hours at ambient temperature, evaporating under reduced pressure and taking up in a water/NaHCO3/AcOEt mixture, decanting, drying the organic phase over Na2SO4 and evaporating to dryness under reduced pressure. 45 mg of crude product 4-4b is obtained. Reactants: C1CCOC1, CI, CCOC(C)=O, [H-], [Na+], N#Cc1cc(Nc2cccnc2)ccn1. Yields the product CN(c1cccnc1)c1ccnc(C#N)c1. As a reaction SMILES: [CH2:20]1[O:21][CH2:22][CH2:23][CH2:24]1.[CH3:18][I:19].[CH3:25][CH2:26][O:27][C:28]([CH3:29])=[O:30].[H-:2].[Na+:1].[n:3]1[cH:4][c:5]([NH:9][c:10]2[cH:11][c:12]([C:16]#[N:17])[n:13][cH:14][cH:15]2)[cH:6][cH:7][cH:8]1>>[n:3]1[cH:4][c:5]([N:9]([c:10]2[cH:11][c:12]([C:16]#[N:17])[n:13][cH:14][cH:15]2)[CH3:18])[cH:6][cH:7][cH:8]1. The product is CCOC(=O)c1cn(CC)c2ccc(NC3Cc4ccccc4C3)nc2c1=O. Reactants: O=C([O-])[O-], CCOC(=O)c1c[nH]c2ccc(NC3Cc4ccccc4C3)nc2c1=O, CCO, Cl, CCI, [K+], [K+], [Na+], CN(C)C=O, [OH-]. Reaction SMILES: [C:30](=[O:31])([O-:32])[O-:33].[CH2:1]1[CH:2]([NH:10][c:11]2[n:12][c:13]3[c:14](=[O:26])[c:15]([C:21](=[O:22])[O:23][CH2:24][CH3:25])[cH:16][nH:17][c:18]3[cH:19][cH:20]2)[CH2:3][c:4]2[cH:5][cH:6][cH:7][cH:8][c:9]21.[CH3:42][CH2:43][OH:44].[ClH:36].[I:27][CH2:28][CH3:29].[K+:34].[K+:35].[Na+:46].[O:37]=[CH:38][N:39]([CH3:40])[CH3:41].[OH-:45]>>[CH2:1]1[CH:2]([NH:10][c:11]2[n:12][c:13]3[c:14](=[O:26])[c:15]([C:21](=[O:22])[O:23][CH2:24][CH3:25])[cH:16][n:17]([CH2:28][CH3:29])[c:18]3[cH:19][cH:20]2)[CH2:3][c:4]2[cH:5][cH:6][cH:7][cH:8][c:9]21.